This data is from the Open Reaction Database (ORD), a public repository of structured organic reaction records. The task is: describe an organic reaction: reactants, conditions, products, and yield The reactants are NC=1C=CC=C2C=CC(=CC12)O (8-amino-2-naphthol), CC(C)(C)OC(=O)OC(=O)OC(C)(C)C (Boc anhydride), C(C)(=O)OCC.CCCCCC (ethyl acetate hexane). Solvent: C1CCOC1 (THF), C(C)(C)OC(C)C (diisopropyl ether), C(C)(=O)OCC (ethyl acetate). Run at temperature 70 celsius, time 15 minute. Product: NC=1C=CC=C2CCC(CC12)O (8-amino-1,2,3,4-tetrahydronaphthalen-2-ol), solid. Yield: 75.0%. RXN SMILES: [NH2:1][C:2]1[CH:3]=[CH:4][CH:5]=[C:6]2[C:11]=1[CH:10]=[C:9]([OH:12])[CH:8]=[CH:7]2.CC(OC(OC(OC(C)(C)C)=O)=O)(C)C.C(OCC)(=O)C.CCCCCC>C1COCC1.C(OCC)(=O)C.C(OC(C)C)(C)C>[NH2:1][C:2]1[CH:3]=[CH:4][CH:5]=[C:6]2[C:11]=1[CH2:10][CH:9]([OH:12])[CH2:8][CH2:7]2 |f:2.3|. Procedure details: To a stirred solution of 8-amino-2-naphthol (40 g, 0.25 mol) in THF (800 ml, 20 times), Boc anhydride (54.8 g (57.7 ml), 0.25 mol, 1 eq) was added at rt. The overall reaction mass was heated to 70° C. and maintained for 24 hrs at the same temperature. Progress of the reaction was monitored by TLC (20% ethyl acetate/hexane, Rf˜0.6). On completion of the reaction, solvent was distilled off completely and the residue obtained was taken in ethyl acetate (200 ml). Organic layer was washed with satura... Reactants: CN(C)C=O (DMF), O=P(Cl)(Cl)Cl (POCl3), [Si](C1=CC=CC=C1)(C1=CC=CC=C1)(C(C)(C)C)OC1=CC=C2C(CCOC2=C1)=O (7-{[tert-butyl(diphenyl)silyl]oxy}-2,3-dihydro-4H-chromen-4-one), O (water). Solvent: C(Cl)Cl (DCM), C(Cl)Cl (DCM). Conditions: time 30 minute. Product: ClC1=C(COC2=CC(=CC=C12)O)C=O (4-chloro-7-hydroxy-2H-chromene-3-carbaldehyde). As a reaction SMILES: CN([CH:4]=[O:5])C.O=P(Cl)(Cl)[Cl:8].[Si]([O:28][C:29]1[CH:38]=[C:37]2[C:32]([C:33](=O)[CH2:34][CH2:35][O:36]2)=[CH:31][CH:30]=1)(C(C)(C)C)(C1C=CC=CC=1)C1C=CC=CC=1.O>C(Cl)Cl>[Cl:8][C:33]1[C:32]2[C:37](=[CH:38][C:29]([OH:28])=[CH:30][CH:31]=2)[O:36][CH2:35][C:34]=1[CH:4]=[O:5]. Procedure details: To a solution of DMF (2 mL) in DCM (7.5 mL) was added dropwise POCl3 (1.39 mL) at 0° C., followed by stirring at room temperature for 30 minutes. Subsequently, to the reaction liquid was added dropwise a solution of 7-{[tert-butyl(diphenyl)silyl]oxy}-2,3-dihydro-4H-chromen-4-one (2.00 g) in DCM (11 mL), followed by stirring at room temperature for 1 hour and at 50° C. for 3 hours. To the reaction liquid was added water, followed by extraction with EtOAc twice. The organic layer was combined, was... The solvent is O (water). Reaction SMILES: [CH3:1][C:2]([C:5]1[CH:6]=[C:7]([S:13](Cl)(=[O:15])=[O:14])[C:8]([O:11][CH3:12])=[CH:9][CH:10]=1)([CH3:4])[CH3:3].[O-]S([O-])=O.[Na+].[Na+].[OH-].[Na+].CC(C)=O>O>[CH3:4][C:2]([C:5]1[CH:6]=[C:7]([S:13]([OH:15])=[O:14])[C:8]([O:11][CH3:12])=[CH:9][CH:10]=1)([CH3:1])[CH3:3] |f:1.2.3,4.5|. Procedure details: 10.7 g (0.04 mol) of 3-(1,1-dimethylethyl)-6-methoxybenzenesulfonyl chloride are introduced into a solution of 15 g of Na2SO3 and 4 g of NaOH in 100 ml of water. After adding a little acetone, the mixture is heated on a steam bath for 30 minutes, then filtered and the pH is adjusted to 2-3 with concentrated hydrochloric acid. The product is CC(C)(C)C=1C=C(C(=CC1)OC)S(=O)O (3-(1,1-dimethylethyl)-6-methoxybenzenesulfinic acid). Reactants: CC(=O)C (acetone), CC(C)(C)C=1C=C(C(=CC1)OC)S(=O)(=O)Cl (3-(1,1-dimethylethyl)-6-methoxybenzenesulfonyl chloride), [O-]S(=O)[O-].[Na+].[Na+] (Na2SO3), [OH-].[Na+] (NaOH). The reactants are C1CCC2=NCCCN2CC1 (DBU), NC1=NC=NC=C1 (4-aminopyrimidine), O1CCOCC1 (1,4-dioxane), C(C)OC1=CC=C(OC2CN(C2)C2=CC=C(C=C2)[C@H](C)N)C=C1 ((S)-1-{4-[3-(4-ethoxy-phenoxy)-azetidin-1-yl]-phenyl}-ethylamine), O1CCOCC1 (1,4-dioxane). Conditions: time 5 minute. Product: C(C)OC1=CC=C(OC2CN(C2)C2=CC=C(C=C2)[C@H](C)NC(=O)NC2=NC=NC=C2)C=C1 ((S)-1-(1-{4-[3-(4-Ethoxy-phenoxy)-azetidin-1-yl]-phenyl}-ethyl)-3-pyrimidin-4-yl-urea). RXN SMILES: C1CCN2C(=NCCC2)CC1.[NH2:12][C:13]1[CH:18]=[CH:17][N:16]=[CH:15][N:14]=1.[CH2:19]([O:21][C:22]1[CH:41]=[CH:40][C:25]([O:26][CH:27]2[CH2:30][N:29]([C:31]3[CH:36]=[CH:35][C:34]([C@@H:37]([NH2:39])[CH3:38])=[CH:33][CH:32]=3)[CH2:28]2)=[CH:24][CH:23]=1)[CH3:20].[O:42]1CCOC[CH2:43]1>>[CH2:19]([O:21][C:22]1[CH:41]=[CH:40][C:25]([O:26][CH:27]2[CH2:28][N:29]([C:31]3[CH:36]=[CH:35][C:34]([C@@H:37]([NH:39][C:43]([NH:12][C:13]4[CH:18]=[CH:17][N:16]=[CH:15][N:14]=4)=[O:42])[CH3:38])=[CH:33][CH:32]=3)[CH2:30]2)=[CH:24][CH:23]=1)[CH3:20]. Procedure details: 0.03 mL (0.20 mmol) DBU and 0.033 g (0.20 mmol) CDT are added to 0.010 g (0.10 mmol) 4-aminopyrimidine in 1.0 mL 1,4-dioxane. The mixture is stirred for 5 min at rt followed by addition of 0.048 g (0.092 mmol) (S)-1-{4-[3-(4-ethoxy-phenoxy)-azetidin-1-yl]-phenyl}-ethylamine (X.1) in 1.0 mL 1,4-dioxane. The mixture is stirred for 12 h at rt and subsequently concentrated in vacuo. The residue is purified by HPLC (XBridge, ACN/water (+0.1% NH4OH)) to yield the desired product. Reactants: CC(=O)O[BH-](OC(C)=O)OC(C)=O, COC(=O)Cc1ccc(OC)c(-c2ccc(C(F)(F)F)cc2C=O)c1, CC(=O)O, ClCCl, NCCc1ccccc1, [Na+]. Yields the product COC(=O)Cc1ccc(OC)c(-c2ccc(C(F)(F)F)cc2CNCCc2ccccc2)c1. RXN SMILES: [C:35]([O:36][BH-:37]([O:38][C:39](=[O:40])[CH3:41])[O:42][C:43](=[O:44])[CH3:45])(=[O:46])[CH3:47].[CH3:1][O:2][C:3]([CH2:4][c:5]1[cH:6][c:7](-[c:13]2[c:14]([CH:23]=[O:24])[cH:15][c:16]([C:19]([F:20])([F:21])[F:22])[cH:17][cH:18]2)[c:8]([O:11][CH3:12])[cH:9][cH:10]1)=[O:25].[CH3:49][C:50](=[O:51])[OH:52].[Cl:53][CH2:54][Cl:55].[NH2:26][CH2:27][CH2:28][c:29]1[cH:30][cH:31][cH:32][cH:33][cH:34]1.[Na+:48]>>[CH3:1][O:2][C:3]([CH2:4][c:5]1[cH:6][c:7](-[c:13]2[c:14]([CH2:23][NH:26][CH2:27][CH2:28][c:29]3[cH:30][cH:31][cH:32][cH:33][cH:34]3)[cH:15][c:16]([C:19]([F:20])([F:21])[F:22])[cH:17][cH:18]2)[c:8]([O:11][CH3:12])[cH:9][cH:10]1)=[O:25]. Yields the product C#CC(C)(C)Oc1ccc(S(=O)(=O)Nc2ccccc2)cc1. RXN SMILES: [CH3:36][C:37]#[N:38].[CH3:41][C:42]1([CH3:43])[CH:44]=[CH:45][c:46]2[cH:47][c:48]([S:49]([NH:50][c:51]3[cH:52][cH:53][cH:54][cH:55][cH:56]3)(=[O:57])=[O:58])[cH:59][cH:60][c:61]2[O:62]1.[Cl:29][C:30]([C:31]#[CH:32])([CH3:33])[CH3:34].[ClH:35].[Cu:39][Cl:40].[N:18]12[CH2:19][CH2:20][CH2:21][N:22]=[C:23]1[CH2:24][CH2:25][CH2:26][CH2:27][CH2:28]2.[OH:1][c:2]1[cH:3][cH:4][c:5]([S:8](=[O:9])(=[O:10])[NH:11][c:12]2[cH:13][cH:14][cH:15][cH:16][cH:17]2)[cH:6][cH:7]1>>[O:1]([c:2]1[cH:3][cH:4][c:5]([S:8](=[O:9])(=[O:10])[NH:11][c:12]2[cH:13][cH:14][cH:15][cH:16][cH:17]2)[cH:6][cH:7]1)[C:30]([C:31]#[CH:32])([CH3:33])[CH3:34]. Reactants: CC#N, CC1(C)C=Cc2cc(S(=O)(=O)Nc3ccccc3)ccc2O1, C#CC(C)(C)Cl, Cl, Cl[Cu], C1CCC2=NCCCN2CC1, O=S(=O)(Nc1ccccc1)c1ccc(O)cc1.